Dataset: the Open Reaction Database (ORD), a public repository of structured organic reaction records. Task: describe an organic reaction: reactants, conditions, products, and yield Starting materials: CC(C#N)c1cccc(C(=O)c2ccccc2)c1, CO, [Na+], [OH-], O. The product is CC(C(=O)O)c1cccc(C(=O)c2ccccc2)c1. As a reaction SMILES: [C:3]([c:4]1[cH:5][cH:6][cH:7][cH:8][cH:9]1)(=[O:10])[c:11]1[cH:12][c:13]([CH:17]([C:18]#[N:19])[CH3:20])[cH:14][cH:15][cH:16]1.[CH3:1][OH:2].[Na+:22].[OH-:21].[OH2:23]>>[C:3]([c:4]1[cH:5][cH:6][cH:7][cH:8][cH:9]1)(=[O:10])[c:11]1[cH:12][c:13]([CH:17]([C:18](=[O:21])[OH:23])[CH3:20])[cH:14][cH:15][cH:16]1. Starting materials: FC=1C=C2C(=CN1)N(C(=C2)C(=O)OCC)CC2=CC(=CC=C2)F (ethyl 5-fluoro-1-[(3-fluorophenyl)methyl]-1H-pyrrolo[2,3-c]pyridine-2-carboxylate), NC=1C=CC2=C(N=C(S2)C)C1 (5-amino-2-methylbenzothiazole). Product: CC=1SC2=C(N1)C=C(C=C2)NC(=O)C2=CC=1C(=CN=C(C1)F)N2CC2=CC(=CC=C2)F (N-(2-methyl-1H-benzothiazol-5-yl)-5-fluoro-1-[(3-fluorophenyl)methyl]-1H-pyrrolo[2,3-c]pyridine-2-carboxamide). Isolated yield 87.2%. Reaction SMILES: [F:1][C:2]1[CH:3]=[C:4]2[CH:10]=[C:9]([C:11]([O:13]CC)=O)[N:8]([CH2:16][C:17]3[CH:22]=[CH:21][CH:20]=[C:19]([F:23])[CH:18]=3)[C:5]2=[CH:6][N:7]=1.[NH2:24][C:25]1[CH:26]=[CH:27][C:28]2[S:32][C:31]([CH3:33])=[N:30][C:29]=2[CH:34]=1>>[CH3:33][C:31]1[S:32][C:28]2[CH:27]=[CH:26][C:25]([NH:24][C:11]([C:9]3[N:8]([CH2:16][C:17]4[CH:22]=[CH:21][CH:20]=[C:19]([F:23])[CH:18]=4)[C:5]4=[CH:6][N:7]=[C:2]([F:1])[CH:3]=[C:4]4[CH:10]=3)=[O:13])=[CH:34][C:29]=2[N:30]=1. Procedure details: The process is performed according to the method described in step 2.4 of Example 2, starting with 0.3 g (0.95 mmol) of ethyl 5-fluoro-1-[(3-fluorophenyl)methyl]-1H-pyrrolo[2,3-c]pyridine-2-carboxylate (Example 2.3) and 0.189 mg (1.14 mmol) of 5-amino-2-methylbenzothiazole. 0.36 g of expected compound is isolated. The reactants are C1(CC1)CC=NC1CCCCC1 (N-(2-cyclopropylethylidene)cyclohexylamine), [Li+].CC(C)[N-]C(C)C (LDA), C(C)(C)NC(C)C (diisopropylamine), [Li]CCCC (n-BuLi), C1CCOC1 (THF), C(C)(C)(C)OC1=C(C=NC=C1F)C (4-t-butoxy-5-fluoro-3-methylpyridine), C1CCOC1 (THF). Reaction conditions: time 15 minute. Product: C(C)(C)(C)OC1=C(C(=NC=C1F)C(C=O)C1CC1)C (2-(4-t-Butoxy-5-fluoro-3-methyl-2-pyridinyl)-2-cyclopropylacetaldehyde). Isolated yield 75.0%. RXN SMILES: [Li+].CC([N-][CH:6]([CH3:8])[CH3:7])C.C(NC(C)C)(C)C.[Li]CCCC.C1(CC=NC2CCCCC2)CC1.[C:33]([O:37][C:38]1[C:43]([F:44])=[CH:42][N:41]=[CH:40][C:39]=1[CH3:45])([CH3:36])([CH3:35])[CH3:34].C1C[O:49][CH2:48][CH2:47]1>>[C:33]([O:37][C:38]1[C:43]([F:44])=[CH:42][N:41]=[C:40]([CH:47]([CH:6]2[CH2:8][CH2:7]2)[CH:48]=[O:49])[C:39]=1[CH3:45])([CH3:36])([CH3:35])[CH3:34] |f:0.1|. Reported procedure: To a solution of LDA (1.20 mmol, prepared from diisopropylamine (0.16 mL) and n-BuLi (2.5M in hexanes, 0.48 mL) in THF (2.0 mL) at 0° C. was added N-(2-cyclopropyl-ethylidene)cyclohexylamine (1.24 mmol, from step 3a) dropwise, and the reaction mixture was warmed to room temperature and stirred for 15 minutes. To this solution was added 4-t-butoxy-5-fluoro-3-methylpyridine (0.10 mL, 0.50 mmol) in THF (0.5 mL) dropwise and the mixture was stirred for 3.5 hours. The reaction was then quenched with ... Reactants: C(=O)(O)C1=CC=C(C=C1)C=1SC2=C(N1)C=CC=C2 (2-(4-carboxyphenyl)benzothiazole), C([O-])([O-])=O.[K+].[K+] (potassium carbonate), O (water), BrCC (Bromoethane). Reaction conditions: time 48 hour. Product: C(=O)(OCC)C1=CC=C(C=C1)C=1SC2=C(N1)C=CC=C2 (2-(4-Carboethoxyphenyl)benzothiazole). Reaction SMILES: [C:1]([C:4]1[CH:9]=[CH:8][C:7]([C:10]2[S:11][C:12]3[CH:18]=[CH:17][CH:16]=[CH:15][C:13]=3[N:14]=2)=[CH:6][CH:5]=1)([OH:3])=[O:2].C(=O)([O-])[O-].[K+].[K+].Br[CH2:26][CH3:27].O>CN(C=O)C>[C:1]([C:4]1[CH:9]=[CH:8][C:7]([C:10]2[S:11][C:12]3[CH:18]=[CH:17][CH:16]=[CH:15][C:13]=3[N:14]=2)=[CH:6][CH:5]=1)([O:3][CH2:26][CH3:27])=[O:2] |f:1.2.3|. The solvent is CN(C)C=O (DMF). Isolated yield 81.0%. Procedure: To a slurry of 2-(4-carboxyphenyl)benzothiazole (4.5 g, 17 mmol.) in DMF (38 mL), potassium carbonate (5.39 g, 39 mmol) was added and the mixture was cooled in an ice bath. Bromoethane (7.2 mL, 102 mmol) was added in portions, and the mixture was allowed to come to room temperature. After 48 hours, the mixture was poured into water and the separated solids (4.51 g) were collected. A solution of the crude product was passed through a column of silica gel. The product residue (4.19 g), left after ... Reactants: [N+](=O)([O-])C=1C=C(C=CC1N)C1=CC(=C(N)C=C1)[N+](=O)[O-] (3,3'-dinitrobenzidine), N (ammonia), C(C(=C)C)(=O)OCCNC(NC1=C(C=C(C=C1)C1=CC(=C(C=C1)NC(=O)NCCOC(C(=C)C)=O)[N+](=O)[O-])[N+](=O)[O-])=O (4,4'-bis[3-(2-methacryloyloxyethyl)ureido]-3,3'-dinitrobiphenyl), C(CCCCCCCCCCC)(=O)[O-].C(CCCCCCCCCCC)(=O)[O-].C(CCC)[Sn+2]CCCC (di-n-butyltin dilaurate), C(C(=C)C)(=O)OCCN=C=O (isocyanatoethyl methacrylate). Run in CN(C(C)=O)C (N,N-dimethylacetamide), O (water), C(C)(=O)O (acetic acid), O (water). The product is C(C(=C)C)(=O)OCCNC(NC1=C(C=C(C=C1)C1=CC(=C(C=C1)NC(=O)NCCOC(C(=C)C)=O)N)N)=O (4,4'-bis[3-(2-methacryloyloxyethyl)ureido]-3,3'-diamino-biphenyl). Reaction SMILES: [N+](C1C=C(C2C=CC(N)=C([N+]([O-])=O)C=2)C=CC=1N)([O-])=O.C([O-])(=O)CCCCCCCCCCC.C([O-])(=O)CCCCCCCCCCC.C([Sn+2]CCCC)CCC.C(OCCN=C=O)(=O)C(C)=C.[C:69]([O:74][CH2:75][CH2:76][NH:77][C:78](=[O:110])[NH:79][C:80]1[CH:85]=[CH:84][C:83]([C:86]2[CH:91]=[CH:90][C:89]([NH:92][C:93]([NH:95][CH2:96][CH2:97][O:98][C:99](=[O:103])[C:100]([CH3:102])=[CH2:101])=[O:94])=[C:88]([N+:104]([O-])=O)[CH:87]=2)=[CH:82][C:81]=1[N+:107]([O-])=O)(=[O:73])[C:70]([CH3:72])=[CH2:71].N>O.C(O)(=O)C.CN(C)C(=O)C>[C:99]([O:98][CH2:97][CH2:96][NH:95][C:93](=[O:94])[NH:92][C:89]1[CH:90]=[CH:91][C:86]([C:83]2[CH:84]=[CH:85][C:80]([NH:79][C:78]([NH:77][CH2:76][CH2:75][O:74][C:69](=[O:73])[C:70]([CH3:72])=[CH2:71])=[O:110])=[C:81]([NH2:107])[CH:82]=2)=[CH:87][C:88]=1[NH2:104])(=[O:103])[C:100]([CH3:102])=[CH2:101] |f:1.2.3|. Reported procedure: Into a one-liter flask equipped with a stirrer, a thermometer, a thermocouple and a dry air inlet tube were charged 26.313 g (0.0959 mole) of 3,3'-dinitrobenzidine and 270 g of N,N-dimethylacetamide under a stream of dry air. After stirring and dissolving the contents of the flask at room temperature, 72.7 g of di-n-butyltin dilaurate was added and dissolved with stirring at 50° C. The contents of the flask were returned to room temperature, and 59.516 g (0.3836 mole) of isocyanatoethyl methacry...